This data is from the Open Reaction Database (ORD), a public repository of structured organic reaction records. The task is: describe an organic reaction: reactants, conditions, products, and yield Reactants: Brc1cccc(I)c1, C1CCOC1, [Cu]I, C#C[Si](C)(C)C. Product: C#Cc1cccc(Br)c1. RXN SMILES: [Br:1][c:2]1[cH:3][c:4]([I:8])[cH:5][cH:6][cH:7]1.[CH2:17]1[O:18][CH2:19][CH2:20][CH2:21]1.[Cu:15][I:16].[Si:9]([CH3:10])([CH3:11])([CH3:12])[C:13]#[CH:14]>>[Br:1][c:2]1[cH:3][c:4]([C:13]#[CH:14])[cH:5][cH:6][cH:7]1. The reactants are ClC=1C=C(C=O)C=CC1 (3-chloro-benzaldehyde), N1CCCC1 (pyrrolidine), ClC1=C(C=C2CC(NC2=C1)=O)F (6-chloro-5-fluoro-1,3-dihydro-indol-2-one), E- and Z-6-chloro-3-(3-chloro-benzylidene)-5-fluoro-1,3-dihydro-indol-2-one. Product: ClC1=C(C=C2/C(/C(NC2=C1)=O)=C/C1=CC(=CC=C1)Cl)F (Z-6-chloro-3-(3-chloro-benzylidene)-5-fluoro-1,3-dihydro-indol-2-one). Procedure: In a manner similar to the method described in Example 1, 6-chloro-5-fluoro-1,3-dihydro-indol-2-one (0.25 g, 1.35 mmol) (CGENETECH) was reacted with 3-chloro-benzaldehyde (0.34 g, 2.44 mmol) and pyrrolidine (0.19 g, 2.68 mmol) in methanol to give a mixture of E- and Z-6-chloro-3-(3-chloro-benzylidene)-5-fluoro-1,3-dihydro-indol-2-one as a yellow solid. As a reaction SMILES: [Cl:1][C:2]1[CH:10]=[C:9]2[C:5]([CH2:6][C:7](=[O:11])[NH:8]2)=[CH:4][C:3]=1[F:12].[Cl:13][C:14]1[CH:15]=[C:16]([CH:19]=[CH:20][CH:21]=1)[CH:17]=O.N1CCCC1>CO>[Cl:1][C:2]1[CH:10]=[C:9]2[C:5](/[C:6](=[CH:17]/[C:16]3[CH:19]=[CH:20][CH:21]=[C:14]([Cl:13])[CH:15]=3)/[C:7](=[O:11])[NH:8]2)=[CH:4][C:3]=1[F:12]. The solvent is CO (methanol). The reactants are CC(c1ccc(C(O[Si](C)(C)C(C)(C)C)(C(F)(F)F)C(F)(F)F)cc1)S(=O)(=O)c1ccccc1, C1CCOC1, CCCC[N+](CCCC)(CCCC)CCCC, [F-]. The product is CC(c1ccc(C(O)(C(F)(F)F)C(F)(F)F)cc1)S(=O)(=O)c1ccccc1. As a reaction SMILES: [C:1]([Si:2]([CH3:3])([CH3:4])[O:6][C:7]([C:8]([F:9])([F:10])[F:11])([C:12]([F:13])([F:14])[F:15])[c:16]1[cH:17][cH:18][c:19]([CH:22]([CH3:23])[S:24](=[O:25])(=[O:26])[c:27]2[cH:28][cH:29][cH:30][cH:31][cH:32]2)[cH:20][cH:21]1)([CH3:5])([CH3:33])[CH3:34].[CH2:53]1[O:54][CH2:55][CH2:56][CH2:57]1.[CH3:36][CH2:37][CH2:38][CH2:39][N+:40]([CH2:41][CH2:42][CH2:43][CH3:44])([CH2:45][CH2:46][CH2:47][CH3:48])[CH2:49][CH2:50][CH2:51][CH3:52].[F-:35]>>[OH:6][C:7]([C:8]([F:9])([F:10])[F:11])([C:12]([F:13])([F:14])[F:15])[c:16]1[cH:17][cH:18][c:19]([CH:22]([CH3:23])[S:24](=[O:25])(=[O:26])[c:27]2[cH:28][cH:29][cH:30][cH:31][cH:32]2)[cH:20][cH:21]1. Starting materials: [OH-].[NH4+] (ammonium hydroxide), ON=C[C@H](C)N(C(CCC)=O)CC1=CC=C(C=C1)C1=C(C=CC=C1)C1=NN=NN1C(C1=CC=CC=C1)(C1=CC=CC=C1)C1=CC=CC=C1 (N—((S)-2-Hydroxyimino-1-methylethyl)-N-[2′-(1-trityl-1H-tetrazol-5-yl)-biphenyl-4-ylmethyl]butyramide), C(#N)[BH3-].[Na+] (sodium cyanoborohydride), C(C)(=O)[O-].[NH4+] (ammonium acetate). The reagents and catalysts are [Ti] (titanium). Solvent: CO (MeOH). Conditions: time 15 minute. The product is NC[C@H](C)N(C(CCC)=O)CC1=CC=C(C=C1)C1=C(C=CC=C1)C1=NN=NN1C(C1=CC=CC=C1)(C1=CC=CC=C1)C1=CC=CC=C1 (N—((S)-2-Amino-1-methylethyl)-N-[2′-(1-trityl-1H-tetrazol-5-yl)biphenyl-4-ylmethyl]butyramide). The yield is 76.5%. Reaction SMILES: O[N:2]=[CH:3][C@@H:4]([N:6]([CH2:12][C:13]1[CH:18]=[CH:17][C:16]([C:19]2[CH:24]=[CH:23][CH:22]=[CH:21][C:20]=2[C:25]2[N:29]([C:30]([C:43]3[CH:48]=[CH:47][CH:46]=[CH:45][CH:44]=3)([C:37]3[CH:42]=[CH:41][CH:40]=[CH:39][CH:38]=3)[C:31]3[CH:36]=[CH:35][CH:34]=[CH:33][CH:32]=3)[N:28]=[N:27][N:26]=2)=[CH:15][CH:14]=1)[C:7](=[O:11])[CH2:8][CH2:9][CH3:10])[CH3:5].C([BH3-])#N.[Na+].C([O-])(=O)C.[NH4+].[OH-].[NH4+]>[Ti].CO>[NH2:2][CH2:3][C@@H:4]([N:6]([CH2:12][C:13]1[CH:14]=[CH:15][C:16]([C:19]2[CH:24]=[CH:23][CH:22]=[CH:21][C:20]=2[C:25]2[N:29]([C:30]([C:31]3[CH:36]=[CH:35][CH:34]=[CH:33][CH:32]=3)([C:43]3[CH:44]=[CH:45][CH:46]=[CH:47][CH:48]=3)[C:37]3[CH:38]=[CH:39][CH:40]=[CH:41][CH:42]=3)[N:28]=[N:27][N:26]=2)=[CH:17][CH:18]=1)[C:7](=[O:11])[CH2:8][CH2:9][CH3:10])[CH3:5] |f:1.2,3.4,5.6|. Reported procedure: A solution of intermediate (5d) (105 mg, 0.2 mmol), sodium cyanoborohydride (47 mg, 0.7 mmol), ammonium acetate (28 mg, 0.4 mmol), and MeOH (6.0 mL) was cooled to 0° C. After 15 minutes, titanium (H) chloride (83 mg, 0.5 mmol) was added. After 10 minutes, ammonium hydroxide (1 mL) was added and the mixture was stirred at room temperature for 5 minutes. The mixture was filtered through Celite®, rinsing with MeOH, and the filtrate was concentrated in vacuo to yield a white solid. The solid was ext... Reaction SMILES: [NH:1]1[CH2:6][CH2:5][C:4](=[O:7])[CH2:3][CH2:2]1.Cl[CH2:9][CH2:10][S:11][CH3:12]>>[CH3:12][S:11][CH2:10][CH2:9][N:1]1[CH2:6][CH2:5][C:4](=[O:7])[CH2:3][CH2:2]1. The reactants are N1CCC(CC1)=O (4-piperidone), ClCCSC (1-chloro-2-methylthioethane). Product: CSCCN1CCC(CC1)=O (1-(2-Methylthioethyl)-4-piperidone). Procedure details: 1-(2-Methylthioethyl)-4-piperidone is prepared from 4-piperidone and 1-chloro-2-methylthioethane essentially as described above in Example 38, Scheme C, step a. Reactants: N#Cc1ccc(C(=O)O)cc1, CC#N, O=C(Cl)Cl. Product: N#Cc1ccc(C(=O)Cl)cc1. As a reaction SMILES: [C:1](#[N:2])[c:3]1[cH:4][cH:5][c:6]([C:7](=[O:8])[OH:9])[cH:10][cH:11]1.[CH3:16][C:17]#[N:18].[Cl:12][C:13](=[O:14])[Cl:15]>>[C:1](#[N:2])[c:3]1[cH:4][cH:5][c:6]([C:7](=[O:8])[Cl:12])[cH:10][cH:11]1. Reactants: OC1=CC2=CC=CC=C2C=C1O (2,3-dihydroxy naphthalene), BrCCBr (1,2-dibromoethane). The product is ethylenedioxy, C1=CC=CC2=CC=CC=C12 (naphthalene). RXN SMILES: O[C:2]1[C:11](O)=[CH:10][C:9]2[C:4](=[CH:5][CH:6]=[CH:7][CH:8]=2)[CH:3]=1.BrCCBr>>[CH:8]1[C:9]2[C:4](=[CH:3][CH:2]=[CH:11][CH:10]=2)[CH:5]=[CH:6][CH:7]=1. Procedure: contacting 2,3-dihydroxy naphthalene with 1,2-dibromoethane in the presence of base under conditions suitable to produce an ethylenedioxy derivative of naphthalene,